This data is from the Open Reaction Database (ORD), a public repository of structured organic reaction records. The task is: describe an organic reaction: reactants, conditions, products, and yield Starting materials: CNC, Cc1ccccc1, O=S([O-])C(F)(F)F, N#Cc1cc(N)n(-c2c(Cl)c3c(F)c(F)c2OCO3)n1, [Na+], O, Cc1ccc(S(=O)(=O)O)cc1, O=S(Cl)Cl. Yields the product N#Cc1nn(-c2c(Cl)c3c(F)c(F)c2OCO3)c(N)c1SC(F)(F)F. As a reaction SMILES: [CH3:40][NH:41][CH3:42].[CH3:47][c:48]1[cH:49][cH:50][cH:51][cH:52][cH:53]1.[F:21][C:22]([S:23]([O-:24])=[O:25])([F:26])[F:27].[NH2:1][c:2]1[cH:3][c:4]([C:19]#[N:20])[n:5][n:6]1-[c:7]1[c:8]([Cl:18])[c:9]2[c:10]([F:17])[c:11]([F:16])[c:12]1[O:13][CH2:14][O:15]2.[Na+:28].[OH2:54].[OH:29][S:30]([c:31]1[cH:32][cH:33][c:34]([CH3:35])[cH:36][cH:37]1)(=[O:38])=[O:39].[S:43]([Cl:44])([Cl:45])=[O:46]>>[NH2:1][c:2]1[c:3]([S:23][C:22]([F:21])([F:26])[F:27])[c:4]([C:19]#[N:20])[n:5][n:6]1-[c:7]1[c:8]([Cl:18])[c:9]2[c:10]([F:17])[c:11]([F:16])[c:12]1[O:13][CH2:14][O:15]2. Reactants: N1C(=O)NC(=O)C1 (hydantoin), C(C1=CC=CC=C1)=O (benzaldehyde), C(CC)(=O)O (propionic acid), N (ammonia). Run at time 3 hour. Yields the product C(C1=CC=CC=C1)=C1C(NC(N1)=O)=O (5-benzylidene hydantoin). Isolated yield 94.6%. RXN SMILES: [NH:1]1[CH2:7][C:5](=[O:6])[NH:4][C:2]1=[O:3].[CH:8](=O)[C:9]1[CH:14]=[CH:13][CH:12]=[CH:11][CH:10]=1.C(O)(=O)CC.N>>[CH:8](=[C:7]1[NH:1][C:2](=[O:3])[NH:4][C:5]1=[O:6])[C:9]1[CH:14]=[CH:13][CH:12]=[CH:11][CH:10]=1. Procedure: To a mixture of 100 grams (1.0 mole) of hydantoin, 106 grams (1.0 mole) of benzaldehyde, and 370 grams (5.0 moles) of propionic acid, there were added 17 grams (1.0 mole) of ammonia. The mixture was subsequently held for 3 hours at reflux temperature. After the cooling off, there were obtained 178 grams of 5-benzylidene hydantoin, corresponding to 95% of theory based on hydantoin. The reactants are CCOC(=O)c1c(O)c2cc(C)ccc2n(Cc2ccccc2)c1=O, Cc1ccccc1, NC1CCCCC1, O. Yields the product Cc1ccc2c(c1)c(O)c(C(=O)NC1CCCCC1)c(=O)n2Cc1ccccc1. RXN SMILES: [CH2:8]([O:10][C:11](=[O:9])[c:13]1[c:14](=[O:32])[n:15]([CH2:25][c:26]2[cH:27][cH:28][cH:29][cH:30][cH:31]2)[c:16]2[cH:17][cH:18][c:19]([CH3:24])[cH:20][c:21]2[c:22]1[OH:23])[CH3:12].[CH3:33][c:34]1[cH:35][cH:36][cH:37][cH:38][cH:39]1.[NH2:1][CH:2]1[CH2:3][CH2:4][CH2:5][CH2:6][CH2:7]1.[OH2:40]>>[NH:1]([CH:2]1[CH2:3][CH2:4][CH2:5][CH2:6][CH2:7]1)[C:11](=[O:10])[c:13]1[c:14](=[O:32])[n:15]([CH2:25][c:26]2[cH:27][cH:28][cH:29][cH:30][cH:31]2)[c:16]2[cH:17][cH:18][c:19]([CH3:24])[cH:20][c:21]2[c:22]1[OH:23]. Reaction SMILES: [Al+3:18].[CH2:23]1[O:24][CH2:25][CH2:26][CH2:27]1.[CH3:1][c:2]1[cH:3][c:4]([C:12](=[O:13])[O:14][CH2:15][CH3:16])[cH:5][c:6]2[c:11]1[CH2:10][CH2:9][CH2:8][CH2:7]2.[H-:17].[H-:20].[H-:21].[H-:22].[Li+:19]>>[CH3:1][c:2]1[cH:3][c:4]([CH2:12][OH:13])[cH:5][c:6]2[c:11]1[CH2:10][CH2:9][CH2:8][CH2:7]2. Yields the product Cc1cc(CO)cc2c1CCCC2. Starting materials: [Al+3], C1CCOC1, CCOC(=O)c1cc(C)c2c(c1)CCCC2, [H-], [H-], [H-], [H-], [Li+]. Reported procedure: Using 5-methoxysalicylic acid and 3,5-bis[(1,1-dimethyl)ethyl]aniline as the raw materials, the same operation as the example 16 gave the title compound. Reaction SMILES: [CH3:1][O:2][C:3]1[CH:11]=[C:7]([C:8]([OH:10])=O)[C:6]([OH:12])=[CH:5][CH:4]=1.[CH3:13][C:14]([C:17]1[CH:18]=[C:19]([CH:21]=[C:22]([C:24]([CH3:27])([CH3:26])[CH3:25])[CH:23]=1)[NH2:20])([CH3:16])[CH3:15]>>[CH3:16][C:14]([C:17]1[CH:18]=[C:19]([NH:20][C:8](=[O:10])[C:7]2[CH:11]=[C:3]([O:2][CH3:1])[CH:4]=[CH:5][C:6]=2[OH:12])[CH:21]=[C:22]([C:24]([CH3:27])([CH3:26])[CH3:25])[CH:23]=1)([CH3:13])[CH3:15]. Starting materials: COC1=CC=C(C(C(=O)O)=C1)O (5-methoxysalicylic acid), CC(C)(C)C=1C=C(N)C=C(C1)C(C)(C)C (3,5-bis[(1,1-dimethyl)ethyl]aniline), raw materials. The yield is 12.7%. Yields the product CC(C)(C)C=1C=C(C=C(C1)C(C)(C)C)NC(C1=C(C=CC(=C1)OC)O)=O (N-{3,5-Bis[(1,1-dimethyl)ethyl]phenyl}-2-hydroxy-5-methoxybenzamide). Reactants: C1CCOC1, CON(C)C(=O)C(C)C, CC(C)[N-]C(C)C, [Li+], O=C(O)c1ccsc1. The product is CC(C)C(=O)c1sccc1C(=O)O. Reaction SMILES: [CH2:26]1[O:27][CH2:28][CH2:29][CH2:30]1.[CH3:17][O:18][N:19]([C:20]([CH:21]([CH3:22])[CH3:23])=[O:24])[CH3:25].[CH:9]([N-:10][CH:11]([CH3:12])[CH3:13])([CH3:14])[CH3:15].[Li+:16].[s:1]1[cH:2][c:3]([C:6](=[O:7])[OH:8])[cH:4][cH:5]1>>[s:1]1[c:2]([C:20]([CH:21]([CH3:22])[CH3:23])=[O:24])[c:3]([C:6](=[O:7])[OH:8])[cH:4][cH:5]1. Run at temperature 90 celsius. As a reaction SMILES: Br[C:2]1[N:10]=[CH:9][N:8]=[C:7]2[C:3]=1[N:4]=[CH:5][NH:6]2.[NH2:11][CH:12]([C:14]1[N:15]=[C:16]([C:31]#[N:32])[C:17]2[C:22]([C:23]=1[C:24]1[CH:29]=[CH:28][CH:27]=[C:26]([F:30])[CH:25]=1)=[CH:21][CH:20]=[CH:19][CH:18]=2)[CH3:13].C(N(CC)C(C)C)(C)C>C(O)C>[F:30][C:26]1[CH:25]=[C:24]([C:23]2[C:22]3[C:17](=[CH:18][CH:19]=[CH:20][CH:21]=3)[C:16]([C:31]#[N:32])=[N:15][C:14]=2[CH:12]([NH:11][C:2]2[N:10]=[CH:9][N:8]=[C:7]3[C:3]=2[N:4]=[CH:5][NH:6]3)[CH3:13])[CH:29]=[CH:28][CH:27]=1. Run in C(C)O (ethanol). Starting materials: BrC1=C2N=CNC2=NC=N1 (6-bromo-9H-purine), NC(C)C=1N=C(C2=CC=CC=C2C1C1=CC(=CC=C1)F)C#N (3-(1-aminoethyl)-4-(3-fluorophenyl)isoquinoline-1-carbonitrile), C(C)(C)N(C(C)C)CC (N,N-diisopropylethylamine). Reported procedure: A mixture of 6-bromo-9H-purine (5.48 mg, 0.0275 mmol), 3-(1-aminoethyl)-4-(3-fluorophenyl)isoquinoline-1-carbonitrile (4 mg, 0.01 mmol), and N,N-diisopropylethylamine (0.00480 mL, 0.0276 mmol) in ethanol (0.05 mL) was heated at 90° C. under nitrogen overnight. The mixture was evaporated and the resulting mixture was purified on a RP-HPLC (XBridge C18 column, eluting with a gradient of acetonitrile in water with 0.2% ammonium hydroxide, at a flow rate of 30 mL/min) to give the desired product. LC... The product is FC=1C=C(C=CC1)C1=C(N=C(C2=CC=CC=C12)C#N)C(C)NC1=C2N=CNC2=NC=N1 (4-(3-Fluorophenyl)-3-[1-(9H-purin-6-ylamino)ethyl]isoquinoline-1-carbonitrile).